This data is from the Open Reaction Database (ORD), a public repository of structured organic reaction records. The task is: describe an organic reaction: reactants, conditions, products, and yield Yields the product C=CCOc1ccc(C(=O)O)c([N+](=O)[O-])c1. RXN SMILES: [CH2:1]([CH:2]=[CH2:3])[O:4][C:5]([c:6]1[c:7]([N+:16](=[O:17])[O-:18])[cH:8][c:9]([O:12][CH2:13][CH:14]=[CH2:15])[cH:10][cH:11]1)=[O:19].[CH3:23][CH2:24][OH:25].[ClH:22].[Na+:21].[OH-:20]>>[O:4]=[C:5]([c:6]1[c:7]([N+:16](=[O:17])[O-:18])[cH:8][c:9]([O:12][CH2:13][CH:14]=[CH2:15])[cH:10][cH:11]1)[OH:19]. Reactants: C=CCOC(=O)c1ccc(OCC=C)cc1[N+](=O)[O-], CCO, Cl, [Na+], [OH-]. Starting materials: Cl.N1(N=NC=C1)C1CCNCC1 (4-(1,2,3-triazol-1-yl)piperidine hydrochloride), C1CCC2=NCCCN2CC1 (DBU), NC1=C2C(C(=CN(C2=C(C(=C1F)F)F)C1CC1)C(=O)O)=O (5-amino-1-cyclopropyl-6,7,8-trifluoro -1,4-dihydro-4-oxoquinoline-3-carboxylic acid). Solvent: C(C)#N (acetonitrile). Product: NC1=C2C(C(=CN(C2=C(C(=C1F)N1CCC(CC1)N1N=NC=C1)F)C1CC1)C(=O)O)=O (5-Amino-1-cyclopropyl-6,8-difluoro-7-[4-(1,2,3-triazol-1-yl)piperidin-1-yl]-1,4-dihydro-4-oxoquinoline-3-carboxylic acid). Isolated yield 44.4%. RXN SMILES: Cl.[N:2]1([CH:7]2[CH2:12][CH2:11][NH:10][CH2:9][CH2:8]2)[CH:6]=[CH:5][N:4]=[N:3]1.C1CCN2C(=NCCC2)CC1.[NH2:24][C:25]1[C:34]([F:35])=[C:33](F)[C:32]([F:37])=[C:31]2[C:26]=1[C:27](=[O:44])[C:28]([C:41]([OH:43])=[O:42])=[CH:29][N:30]2[CH:38]1[CH2:40][CH2:39]1>C(#N)C>[NH2:24][C:25]1[C:34]([F:35])=[C:33]([N:10]2[CH2:11][CH2:12][CH:7]([N:2]3[CH:6]=[CH:5][N:4]=[N:3]3)[CH2:8][CH2:9]2)[C:32]([F:37])=[C:31]2[C:26]=1[C:27](=[O:44])[C:28]([C:41]([OH:43])=[O:42])=[CH:29][N:30]2[CH:38]1[CH2:40][CH2:39]1 |f:0.1|. Reported procedure: 4-(1,2,3-triazol-1-yl)piperidine hydrochloride (126 mg, 0.66 mmol) and DBU (130 mg, 0.85 mmol) were added to a suspension of 5-amino-1-cyclopropyl-6,7,8-trifluoro -1,4-dihydro-4-oxoquinoline-3-carboxylic acid (100 mg, 0.34 mmol) in acetonitrile (10 ml). The reaction mixture was refluxed for 24 hrs and then concentrated to dryness. The residue was diluted with water and thus separated solid was filtered, washed with water, acetonitrile and dried to give 65 mg of the desired product. m.p. 274°-276...